From a dataset of the Open Reaction Database (ORD), a public repository of structured organic reaction records. describe an organic reaction: reactants, conditions, products, and yield The reactants are BrCC1=C(C=CC(=C1)C(=O)OCC)C1=CC=CC=C1 (ethyl 2-(bromomethyl)biphenyl-4-carboxylate), C[N+]1(CCOCC1)[O-] (N-methylmorpholine-N-oxide), O (Water). Solvent: C(C)#N (acetonitrile). Reaction conditions: time 4 hour. Product: C(=O)C1=C(C=CC(=C1)C(=O)OCC)C1=CC=CC=C1 (ethyl 2-formylbiphenyl-4-carboxylate). Isolated yield 66.7%. As a reaction SMILES: Br[CH2:2][C:3]1[CH:8]=[C:7]([C:9]([O:11][CH2:12][CH3:13])=[O:10])[CH:6]=[CH:5][C:4]=1[C:14]1[CH:19]=[CH:18][CH:17]=[CH:16][CH:15]=1.C[N+]1([O-])CC[O:24]CC1.O>C(#N)C>[CH:2]([C:3]1[CH:8]=[C:7]([C:9]([O:11][CH2:12][CH3:13])=[O:10])[CH:6]=[CH:5][C:4]=1[C:14]1[CH:19]=[CH:18][CH:17]=[CH:16][CH:15]=1)=[O:24]. Procedure details: In 100 ml of acetonitrile was dissolved 9.3 g of ethyl 2-(bromomethyl)biphenyl-4-carboxylate, and 7.0 g of N-methylmorpholine-N-oxide was added thereto at room temperature, followed by 4 hours of stirring. Water was added to the reaction solution, which was then extracted with ethyl acetate. The resulting organic layer was dried over anhydrous magnesium sulfate. After the solvent was removed by evaporation, the obtained residue was purified by silica gel column chromatography (hexane:ethyl aceta... Starting materials: CC(=O)O[BH-](OC(C)=O)OC(C)=O, O=C([O-])O, CC(=O)O, O=Cc1ccccc1, ClCCCl, CC(C)(N)CO, [Na+], [Na+], O. Product: CC(C)(CO)NCc1ccccc1. Reaction SMILES: [C:15]([O:16][BH-:17]([O:18][C:19](=[O:20])[CH3:21])[O:22][C:23](=[O:24])[CH3:25])(=[O:26])[CH3:27].[C:29](=[O:30])([O-:31])[OH:32].[CH3:39][C:40](=[O:41])[OH:42].[CH:7](=[O:8])[c:9]1[cH:10][cH:11][cH:12][cH:13][cH:14]1.[Cl:34][CH2:35][CH2:36][Cl:37].[NH2:1][C:2]([CH2:3][OH:4])([CH3:5])[CH3:6].[Na+:28].[Na+:33].[OH2:38]>>[NH:1]([C:2]([CH2:3][OH:4])([CH3:5])[CH3:6])[CH2:7][c:9]1[cH:10][cH:11][cH:12][cH:13][cH:14]1. The reactants are C1CCCCC1, Cc1ccc(CN2CCN(C(=O)OC(C)(C)C)CC2)cc1, CN(C)CCN(C)C, CCCCCC, CCOC(C)=O, [Li]C(C)CC, [Cl-], [NH4+], O=C(c1ccccc1)c1ccccc1, C1CCOC1. Product: Cc1ccc(CN2CCN3C(=O)OC(c4ccccc4)(c4ccccc4)C3C2)cc1. Reaction SMILES: [CH2:35]1[CH2:36][CH2:37][CH2:38][CH2:39][CH2:40]1.[CH3:1][c:2]1[cH:3][cH:4][c:5]([CH2:8][N:9]2[CH2:10][CH2:11][N:12]([C:15](=[O:16])[O:17][C:18]([CH3:19])([CH3:20])[CH3:21])[CH2:13][CH2:14]2)[cH:6][cH:7]1.[CH3:22][N:23]([CH3:24])[CH2:25][CH2:26][N:27]([CH3:28])[CH3:29].[CH3:62][CH2:63][CH2:64][CH2:65][CH2:66][CH3:67].[CH3:68][CH2:69][O:70][C:71](=[O:72])[CH3:73].[CH:30]([Li:31])([CH2:32][CH3:33])[CH3:34].[Cl-:55].[NH4+:56].[O:41]=[C:42]([c:43]1[cH:44][cH:45][cH:46][cH:47][cH:48]1)[c:49]1[cH:50][cH:51][cH:52][cH:53][cH:54]1.[O:57]1[CH2:58][CH2:59][CH2:60][CH2:61]1>>[CH3:1][c:2]1[cH:3][cH:4][c:5]([CH2:8][N:9]2[CH2:10][CH2:11][N:12]3[CH:13]([CH2:14]2)[C:42]([c:43]2[cH:44][cH:45][cH:46][cH:47][cH:48]2)([c:49]2[cH:50][cH:51][cH:52][cH:53][cH:54]2)[O:41][C:15]3=[O:16])[cH:6][cH:7]1. Starting materials: C(C)OC=1C=C(C=CC1OCC)CCC(=O)O (3-(3,4-diethoxy-phenyl)-propionic acid), CCN(C(C)C)C(C)C (DIPEA), C=1C=CC2=C(C1)N=NN2O (HOBt), CN (MeNH2), CN (MeNH2). Solvent: C1CCOC1 (THF), C(CCl)Cl (EDC). Conditions: temperature 70 celsius. Yields the product C(C)OC=1C=C(C=CC1OCC)CCC(=O)NC (3-(3,4-diethoxy-phenyl)-N-methyl-propionamide). As a reaction SMILES: [CH2:1]([O:3][C:4]1[CH:5]=[C:6]([CH2:13][CH2:14][C:15]([OH:17])=O)[CH:7]=[CH:8][C:9]=1[O:10][CH2:11][CH3:12])[CH3:2].C[CH2:19][N:20](C(C)C)C(C)C.C1C=CC2N(O)N=NC=2C=1.CN>C1COCC1.C(Cl)CCl>[CH2:1]([O:3][C:4]1[CH:5]=[C:6]([CH2:13][CH2:14][C:15]([NH:20][CH3:19])=[O:17])[CH:7]=[CH:8][C:9]=1[O:10][CH2:11][CH3:12])[CH3:2]. Procedure: To a solution of 0.72 g of 3-(3,4-diethoxy-phenyl)-propionic acid in 10 mL THF were added 1.6 mL of DIPEA, 0.45 g of HOBt, 0.63 g of EDC and 10 mL of MeNH2 (2M in THF). The reaction mixture was heated in a closed vessel overnight at 70° C. Further additions of MeNH2 were done during the next 12 h. The mixture was then concentrated in vacuo, the residue was taken up in sat. aq. NaHCO3 and washed with EtOAc (2×). The organic layers were combined, washed with brine, dried over MgSO4 and concentrate... The reactants are C[O-].[Na+] (sodium methoxide), C(C)ON=C(CC)C=1C(CC(CC1O)C1=CC=C(C=C1)C(=O)OC)=O (2-[1-(ethoxyimino)propyl]-3-hydroxy-5-(4-methoxycarbonylphenyl)-2-cyclohexen-1-one). Solvent: CO (methanol). Yields the product C(C)ON=C(CC)C1=C(CC(CC1=O)C1=CC=C(C=C1)C(=O)OC)[O-].[Na+] (Sodium 2-[1-(ethoxyimino)propyl]-5-(4-methoxycarbonylphenyl)-3-oxo-1-cyclohexenolate). RXN SMILES: C[O-].[Na+:3].[CH2:4]([O:6][N:7]=[C:8]([C:11]1[C:12](=[O:28])[CH2:13][CH:14]([C:18]2[CH:23]=[CH:22][C:21]([C:24]([O:26][CH3:27])=[O:25])=[CH:20][CH:19]=2)[CH2:15][C:16]=1[OH:17])[CH2:9][CH3:10])[CH3:5]>CO>[CH2:4]([O:6][N:7]=[C:8]([C:11]1[C:16](=[O:17])[CH2:15][CH:14]([C:18]2[CH:19]=[CH:20][C:21]([C:24]([O:26][CH3:27])=[O:25])=[CH:22][CH:23]=2)[CH2:13][C:12]=1[O-:28])[CH2:9][CH3:10])[CH3:5].[Na+:3] |f:0.1,4.5|. Procedure: Into 10.8 g of methanol containing 2.5% of sodium methoxide was dissolved 1.7 g of 2-[1-(ethoxyimino)propyl]-3-hydroxy-5-(4-methoxycarbonylphenyl)-2-cyclohexen-1-one and the solvent was removed from it under reduced pressure. Thus, 1.8 g of colorless desired crystals were obtained. The product is O=C(CSc1cccc(Br)c1)c1ccccc1. RXN SMILES: [Br:13][c:14]1[cH:15][c:16]([SH:20])[cH:17][cH:18][cH:19]1.[Br:3][CH2:4][C:5](=[O:6])[c:7]1[cH:8][cH:9][cH:10][cH:11][cH:12]1.[CH3:22][CH2:23][OH:24].[K+:2].[OH-:1].[OH2:21]>>[CH2:4]([C:5](=[O:6])[c:7]1[cH:8][cH:9][cH:10][cH:11][cH:12]1)[S:20][c:16]1[cH:15][c:14]([Br:13])[cH:19][cH:18][cH:17]1. The reactants are Sc1cccc(Br)c1, O=C(CBr)c1ccccc1, CCO, [K+], [OH-], O.